From a dataset of the Open Reaction Database (ORD), a public repository of structured organic reaction records. describe an organic reaction: reactants, conditions, products, and yield The yield is 70.6%. Reactants: C(=O)(C(F)(F)F)O (TFA), C(C)C1=CN=CC(=N1)NC1=NC=CC(=C1)COC1=CC=C(C2=CC=CC=C12)NC(OC(C)(C)C)=O (tert-butyl (4-((2-((6-ethylpyrazin-2-yl)amino)pyridin-4-yl)methoxy)naphthalen-1-yl)carbamate), C(C)C1=CN=CC(=N1)NC1=NC=CC(=C1)COC1=CC=C(C2=CC=CC=C12)NC(OC(C)(C)C)=O (tert-butyl (4-((2-((6-ethylpyrazin-2-yl)amino)pyridin-4-yl)methoxy)naphthalen-1-yl)carbamate). Conditions: time 4 hour. Yields the product NC1=CC=C(C2=CC=CC=C12)OCC1=CC(=NC=C1)NC1=NC(=CN=C1)CC (N-(4-(((4-aminonaphthalen-1-yl)oxy)methyl)pyridin-2-yl)-6-ethylpyrazin-2-amine). Solvent: C(Cl)Cl (DCM). Reported procedure: TFA (1.485 mL, 19.09 mmol) was added to a solution of tert-butyl (4-((2-((6-ethylpyrazin-2-yl)amino)pyridin-4-yl)methoxy)naphthalen-1-yl)carbamate (Intermediate D (protected)) (360 mg, 0.763 mmol) in DCM (15 mL), and the reaction mixture stirred at room temperature for 4 h, then concentrated in vacuo. The residue was combined with sat. sodium hydrogencarbonate solution and stirred at room temperature for 16 h. The solid was filtered, washing with acetonitrile, and dried under vacuum to give the ... Reaction SMILES: C(O)(C(F)(F)F)=O.[CH2:8]([C:10]1[N:15]=[C:14]([NH:16][C:17]2[CH:22]=[C:21]([CH2:23][O:24][C:25]3[C:34]4[C:29](=[CH:30][CH:31]=[CH:32][CH:33]=4)[C:28]([NH:35]C(=O)OC(C)(C)C)=[CH:27][CH:26]=3)[CH:20]=[CH:19][N:18]=2)[CH:13]=[N:12][CH:11]=1)[CH3:9]>C(Cl)Cl>[NH2:35][C:28]1[C:29]2[C:34](=[CH:33][CH:32]=[CH:31][CH:30]=2)[C:25]([O:24][CH2:23][C:21]2[CH:20]=[CH:19][N:18]=[C:17]([NH:16][C:14]3[CH:13]=[N:12][CH:11]=[C:10]([CH2:8][CH3:9])[N:15]=3)[CH:22]=2)=[CH:26][CH:27]=1. Reactants: Cl (HCl), C(C)NC(NC1=NC=C(C(=O)OCC)C(=C1)NCC=1C=NC=CC1)=O (Ethyl 6-(3-ethylureido)-4-(pyridin-3-ylmethylamino)nicotinate), [OH-].[Li+] (Lithium hydroxide). The solvent is CCO (EtOH), O (water), O (water). Reaction conditions: temperature 60 celsius. The product is C(C)NC(NC1=NC=C(C(=O)O)C(=C1)NCC=1C=NC=CC1)=O (6-(3-Ethylureido)-4-(pyridin-3-ylmethylamino)nicotinic acid). Yield: 95.2%. RXN SMILES: [OH-].[Li+].[CH2:3]([NH:5][C:6](=[O:27])[NH:7][C:8]1[CH:18]=[C:17]([NH:19][CH2:20][C:21]2[CH:22]=[N:23][CH:24]=[CH:25][CH:26]=2)[C:11]([C:12]([O:14]CC)=[O:13])=[CH:10][N:9]=1)[CH3:4].Cl>O.CCO>[CH2:3]([NH:5][C:6](=[O:27])[NH:7][C:8]1[CH:18]=[C:17]([NH:19][CH2:20][C:21]2[CH:22]=[N:23][CH:24]=[CH:25][CH:26]=2)[C:11]([C:12]([OH:14])=[O:13])=[CH:10][N:9]=1)[CH3:4] |f:0.1|. Procedure: Lithium hydroxide (0.310 g, 7.29 mmol) dissolved in water (2 mL) was added to a solution of iv (0.250 g, 0.730 mmol) in EtOH (2 mL) THF (5 mL). The mixture was warmed to 60° C. for 3 h, cooled to room temperature and reduced in vacuo. The resulting residue was re-dissolved in water (2 mL) and the pH adjusted to pH 2-3 using conc. HCl (35%). The resulting colourless precipitate was filtered, washed with water and dried in vacuo to give vi (0.219 g, 0.695 mmol, 95%) as a colourless powder. 1H NMR ...